From a dataset of the Open Reaction Database (ORD), a public repository of structured organic reaction records. describe an organic reaction: reactants, conditions, products, and yield The reactants are C(=O)(OCC)C=1NC(=C(C1CCC(=O)OCC)C)CC (2-Carbethoxy-3-carbethoxyethyl-4-methyl-5-ethyl-pyrrole), CC1OC(OC(O1)C)C (paraldehyde). The product is C(C)C=1NC(=C(C1CCC(=O)O)C)CC (2,5-diethyl-3-carboxyethyl-4-methyl-pyrrole). Reaction SMILES: [C:1]([C:6]1[NH:7][C:8]([CH2:19][CH3:20])=[C:9]([CH3:18])[C:10]=1[CH2:11][CH2:12][C:13]([O:15]CC)=[O:14])(OCC)=O.[CH3:21]C1OC(C)OC(C)O1>>[CH2:1]([C:6]1[NH:7][C:8]([CH2:19][CH3:20])=[C:9]([CH3:18])[C:10]=1[CH2:11][CH2:12][C:13]([OH:15])=[O:14])[CH3:21]. Procedure details: 2-Carbethoxy-3-carbethoxyethyl-4-methyl-5-ethyl-pyrrole was reductively alkylated with paraldehyde to yield 2,5-diethyl-3-carboxyethyl-4-methyl-pyrrole. ##STR114## Starting materials: FC1=C(C=C(C=C1)F)[N+](=O)[O-] (2,5-Difluoro-nitrobenzene), NC=1SC=CC1C(=O)OCC (ethyl 2-amino-thiophene-3-carboxylate). Run in CCO (EtOH). Yields the product FC1=CC(=C(NC=2SC=CC2C(=O)OCC)C=C1)[N+](=O)[O-] (Ethyl 2-(4-fluoro-2-nitroanilino)-thiophene-3-carboxylate). RXN SMILES: F[C:2]1[CH:7]=[CH:6][C:5]([F:8])=[CH:4][C:3]=1[N+:9]([O-:11])=[O:10].[NH2:12][C:13]1[S:14][CH:15]=[CH:16][C:17]=1[C:18]([O:20][CH2:21][CH3:22])=[O:19]>CCO>[F:8][C:5]1[CH:6]=[CH:7][C:2]([NH:12][C:13]2[S:14][CH:15]=[CH:16][C:17]=2[C:18]([O:20][CH2:21][CH3:22])=[O:19])=[C:3]([N+:9]([O-:11])=[O:10])[CH:4]=1. Reported procedure: 2,5-Difluoro-nitrobenzene and ethyl 2-amino-thiophene-3-carboxylate, m.p. 125° C. (EtOH). Reactants: C(C1=CC=CC=C1)NC(=O)N (benzylurea), C(#N)CC(=O)O (2-cyanoacetic acid), CC(=O)OC(=O)C (Ac2O), resultant suspension. Run in CCOCC (Et2O). Reaction conditions: temperature 77.5 celsius, time 30 minute. The product is C(C1=CC=CC=C1)N1C(=O)NC(=O)C=C1N (1-BENZYL-6-AMINO-URACIL). Yield: 70.0%. RXN SMILES: [CH2:1]([NH:8][C:9]([NH2:11])=[O:10])[C:2]1[CH:7]=[CH:6][CH:5]=[CH:4][CH:3]=1.[C:12]([CH2:14][C:15](O)=[O:16])#[N:13].CC(OC(C)=O)=O>CCOCC>[CH2:1]([N:8]1[C:12]([NH2:13])=[CH:14][C:15](=[O:16])[NH:11][C:9]1=[O:10])[C:2]1[CH:7]=[CH:6][CH:5]=[CH:4][CH:3]=1. Procedure: A mixture of benzylurea (33.3 mmol), 2-cyanoacetic acid (36.63 mmol) and Ac2O (20 mL) was heated at 75-80° C. for 2 hours. After cooling to room temperature, 30 mL of Et2O was added and the resultant suspension was stirred for 1 h. The solid intermediate was filtered, suspended in a mixture of water (30 mL) and ethanol (15 mL) and heated at 80-85° C. 5 mL of 10% NaOH were slowly added. After 30 minutes, the reaction mixture was concentrated, acidified with 10% HCl and the precipitate collected b...